Dataset: the Open Reaction Database (ORD), a public repository of structured organic reaction records. Task: describe an organic reaction: reactants, conditions, products, and yield Reactants: [Cl-].O[C@@H]1CC(=C(C(C1)(C)C)C#C/C(=C/C[P+](C1=CC=CC=C1)(C1=CC=CC=C1)C1=CC=CC=C1)/C)C ((4R,2E)-[5-(4-hydroxy-2,6,6-trimethyl-1-cyclohexen-1-yl)-3-methyl-2-penten-4-ynyl]triphenylphosphonium chloride), O (water), [H][H] (hydrogen), [H][H] (hydrogen). Reagents/catalysts: OCCSCCSCCO (1,2-bis(2-hydroxyethylthio)ethane). The solvent is CO (methanol), CO (methanol). Conditions: time 2 hour. Product: [Cl-].OC1CC(=C(C(C1)(C)C)C=CC(=CC[P+](C1=CC=CC=C1)(C1=CC=CC=C1)C1=CC=CC=C1)C)C ([5-(4-hydroxy-2,6,6-trimethyl-1-cyclohexen-1-yl)-3-methyl-2,4-pentadienyl]triphenylphosphonium chloride). The yield is 84.7%. RXN SMILES: O.[Cl-:2].[OH:3][C@H:4]1[CH2:9][C:8]([CH3:11])([CH3:10])[C:7]([C:12]#[C:13]/[C:14](/[CH3:36])=[CH:15]/[CH2:16][P+:17]([C:30]2[CH:35]=[CH:34][CH:33]=[CH:32][CH:31]=2)([C:24]2[CH:29]=[CH:28][CH:27]=[CH:26][CH:25]=2)[C:18]2[CH:23]=[CH:22][CH:21]=[CH:20][CH:19]=2)=[C:6]([CH3:37])[CH2:5]1.[H][H]>CO.OCCSCCSCCO>[Cl-:2].[OH:3][CH:4]1[CH2:9][C:8]([CH3:11])([CH3:10])[C:7]([CH:12]=[CH:13][C:14]([CH3:36])=[CH:15][CH2:16][P+:17]([C:30]2[CH:35]=[CH:34][CH:33]=[CH:32][CH:31]=2)([C:18]2[CH:23]=[CH:22][CH:21]=[CH:20][CH:19]=2)[C:24]2[CH:25]=[CH:26][CH:27]=[CH:28][CH:29]=2)=[C:6]([CH3:37])[CH2:5]1 |f:1.2,6.7|. Procedure: A suspension of 46.6 g of water-moist Raney-nickel and 518 mg of 1,2-bis(2-hydroxyethylthio)ethane in 1 l of methanol was pre-hydrogenated at 30° C. under normal pressure in a sulphonation flask provided with a gasification stirrer. Subsequently, a solution of 320 g of (4R,2E)-[5-(4-hydroxy-2,6,6-trimethyl-1-cyclohexen-1-yl)-3-methyl-2-penten-4-ynyl]triphenylphosphonium chloride in 2.1 l of methanol was added thereto and the mixture was hydrogenated at 40° C. and 1.1 bar of hydrogen. 15.6 l of h...